This data is from the Open Reaction Database (ORD), a public repository of structured organic reaction records. The task is: describe an organic reaction: reactants, conditions, products, and yield The reactants are ClC1=C(C(C2=CC(=CC=C2)F)=NO)C=CC(=C1Cl)O (2,3-dichloro-4-hydroxy-3'-fluorobenzophenone oxime), [H-].[Na+] (NaH), N#N (N2), CN(C)C=O (DMF), ice water. Conditions: temperature 100 celsius, time 18 hour. Product: ClC1=C(C=CC=2C(=NOC21)C2=CC(=CC=C2)F)OC (7-chloro-3-(3-fluorophenyl)-6-methoxy-1,2-benzisoxazole). Reaction SMILES: Cl[C:2]1[C:17]([Cl:18])=[C:16]([OH:19])[CH:15]=[CH:14][C:3]=1[C:4](=[N:12][OH:13])[C:5]1[CH:10]=[CH:9][CH:8]=[C:7]([F:11])[CH:6]=1.[H-].[Na+].N#N.[CH3:24]N(C=O)C>>[Cl:18][C:17]1[C:2]2[O:13][N:12]=[C:4]([C:5]3[CH:10]=[CH:9][CH:8]=[C:7]([F:11])[CH:6]=3)[C:3]=2[CH:14]=[CH:15][C:16]=1[O:19][CH3:24] |f:1.2|. Procedure: To a solution of 3 g of 2,3-dichloro-4-hydroxy-3'-fluorobenzophenone oxime in 20 ml of DMF, 0.25 g of NaH is added in an atmosphere of N2. The mixture is stirred for 18 hours. The mixture is heated to 100° C. for one hour. The reaction mixture is poured into ice water to yield 7-chloro-3-(3-fluorophenyl)-6-methoxy-1,2-benzisoxazole, mp 149°-150° C. Starting materials: C, O=C1N=C(N2CCCNCC2)SC1=Cc1ccc2c(cnn2Cc2ccc(Cl)cc2C(F)(F)F)c1, O=S(=O)(Cl)Cl. Yields the product CS(=O)(=O)N1CCCN(C2=NC(=O)C(=Cc3ccc4c(cnn4Cc4ccc(Cl)cc4C(F)(F)F)c3)S2)CC1. As a reaction SMILES: [CH4:41].[Cl:1][c:2]1[cH:3][c:4]([C:32]([F:33])([F:34])[F:35])[c:5]([CH2:6][n:7]2[n:8][cH:9][c:10]3[cH:11][c:12]([CH:16]=[C:17]4[C:18](=[O:29])[N:19]=[C:20]([N:22]5[CH2:23][CH2:24][NH:25][CH2:26][CH2:27][CH2:28]5)[S:21]4)[cH:13][cH:14][c:15]23)[cH:30][cH:31]1.[S:36](=[O:37])(=[O:38])([Cl:39])[Cl:40]>>[Cl:1][c:2]1[cH:3][c:4]([C:32]([F:33])([F:34])[F:35])[c:5]([CH2:6][n:7]2[n:8][cH:9][c:10]3[cH:11][c:12]([CH:16]=[C:17]4[C:18](=[O:29])[N:19]=[C:20]([N:22]5[CH2:23][CH2:24][N:25]([S:36](=[O:37])(=[O:38])[CH3:41])[CH2:26][CH2:27][CH2:28]5)[S:21]4)[cH:13][cH:14][c:15]23)[cH:30][cH:31]1.